Dataset: the Open Reaction Database (ORD), a public repository of structured organic reaction records. Task: describe an organic reaction: reactants, conditions, products, and yield Reactants: CCO, N#Cc1cnc2cc3c(cc2c1Cl)OCCO3, Nc1ccc2cn[nH]c2c1, [Na+], O=C([O-])O. Product: N#Cc1cnc2cc3c(cc2c1Nc1ccc2cn[nH]c2c1)OCCO3. RXN SMILES: [CH3:33][CH2:34][OH:35].[Cl:1][c:2]1[c:3]([C:16]#[N:17])[cH:4][n:5][c:6]2[cH:7][c:8]3[c:9]([cH:10][c:11]12)[O:12][CH2:13][CH2:14][O:15]3.[NH2:18][c:19]1[cH:20][cH:21][c:22]2[cH:23][n:24][nH:25][c:26]2[cH:27]1.[Na+:32].[O-:28][C:29]([OH:30])=[O:31]>>[c:2]1([NH:18][c:19]2[cH:20][cH:21][c:22]3[cH:23][n:24][nH:25][c:26]3[cH:27]2)[c:3]([C:16]#[N:17])[cH:4][n:5][c:6]2[cH:7][c:8]3[c:9]([cH:10][c:11]12)[O:12][CH2:13][CH2:14][O:15]3. Starting materials: ClCCl, OCCc1ccc(-n2nc(C(F)(F)F)cc2-c2ccccc2)cc1, Cc1ccc(S(=O)(=O)N=C=O)cc1. Yields the product Cc1ccc(S(=O)(=O)NC(=O)OCCc2ccc(-n3nc(C(F)(F)F)cc3-c3ccccc3)cc2)cc1. RXN SMILES: [Cl:38][CH2:39][Cl:40].[c:1]1(-[c:7]2[cH:8][c:9]([C:21]([F:22])([F:23])[F:24])[n:10][n:11]2-[c:12]2[cH:13][cH:14][c:15]([CH2:18][CH2:19][OH:20])[cH:16][cH:17]2)[cH:2][cH:3][cH:4][cH:5][cH:6]1.[c:25]1([CH3:37])[cH:26][cH:27][c:28]([S:31](=[O:32])(=[O:33])[N:34]=[C:35]=[O:36])[cH:29][cH:30]1>>[c:1]1(-[c:7]2[cH:8][c:9]([C:21]([F:22])([F:23])[F:24])[n:10][n:11]2-[c:12]2[cH:13][cH:14][c:15]([CH2:18][CH2:19][O:20][C:35]([NH:34][S:31]([c:28]3[cH:27][cH:26][c:25]([CH3:37])[cH:30][cH:29]3)(=[O:32])=[O:33])=[O:36])[cH:16][cH:17]2)[cH:2][cH:3][cH:4][cH:5][cH:6]1.